This data is from the Open Reaction Database (ORD), a public repository of structured organic reaction records. The task is: describe an organic reaction: reactants, conditions, products, and yield Reactants: O (Water), N1=CC=C(C=C1)SC1=C(C=C(C=C1)C(C)=O)C(F)(F)F (1-[4-(Pyridin-4-ylsulfanyl)-3-trifluoromethyl-phenyl]-ethanone), OOS(=O)[O-].[K+] (oxone), monopersulfate, O (water). Solvent: CO (methanol), O1CCCC1 (tetrahydrofurane). Run at time 4 day. Product: N1=CC=C(C=C1)S(=O)(=O)C1=C(C=C(C=C1)C(C)=O)C(F)(F)F (1-[4-(Pyridine-4-sulfonyl)-3-trifluoromethyl-phenyl]-ethanone). Isolated yield 53.0%. Reaction SMILES: [N:1]1[CH:6]=[CH:5][C:4]([S:7][C:8]2[CH:13]=[CH:12][C:11]([C:14](=[O:16])[CH3:15])=[CH:10][C:9]=2[C:17]([F:20])([F:19])[F:18])=[CH:3][CH:2]=1.[OH:21]OS([O-])=O.[K+].[OH2:27]>CO.O1CCCC1>[N:1]1[CH:6]=[CH:5][C:4]([S:7]([C:8]2[CH:13]=[CH:12][C:11]([C:14](=[O:16])[CH3:15])=[CH:10][C:9]=2[C:17]([F:18])([F:20])[F:19])(=[O:21])=[O:27])=[CH:3][CH:2]=1 |f:1.2|. Reported procedure: To a solution of the product obtained from step 2 (4.80 g, 16.15 mmol) in methanol (80 ml) and tetrahydrofurane (80 ml) was added drop wise to a solution of oxone, monopersulfate compound (17.87 g, 29.07 mmol) in water (80 ml) at 0° C. The suspension was stirred 4 days at RT. Water (100 ml) was added and the reaction mixture was extracted with DCM. The combined organic phases were washed with brine and dried over magnesium sulphate. Evaporation and purification of the crude product by silica gel... Starting materials: O=C(O)c1cc(Br)ccc1F, CCN=C=NCCCN(C)C, CN(C)c1ccncc1, Cl, Nc1ccccc1N, CN(C)C=O, O, On1nnc2ccccc21. The product is Nc1ccccc1NC(=O)c1cc(Br)ccc1F. As a reaction SMILES: [Br:1][c:2]1[cH:3][cH:4][c:5]([F:11])[c:6]([C:7](=[O:8])[OH:9])[cH:10]1.[CH3:21][N:22]([CH3:23])[CH2:24][CH2:25][CH2:26][N:27]=[C:28]=[N:29][CH2:30][CH3:31].[CH3:43][N:44]([CH3:45])[c:46]1[cH:47][cH:48][n:49][cH:50][cH:51]1.[ClH:20].[NH2:12][c:13]1[cH:14][cH:15][cH:16][cH:17][c:18]1[NH2:19].[O:52]=[CH:53][N:54]([CH3:55])[CH3:56].[OH2:32].[OH:33][n:34]1[c:35]2[cH:36][cH:37][cH:38][cH:39][c:40]2[n:41][n:42]1>>[Br:1][c:2]1[cH:3][cH:4][c:5]([F:11])[c:6]([C:7](=[O:9])[NH:19][c:18]2[c:13]([NH2:12])[cH:14][cH:15][cH:16][cH:17]2)[cH:10]1.